Dataset: the Open Reaction Database (ORD), a public repository of structured organic reaction records. Task: describe an organic reaction: reactants, conditions, products, and yield The reactants are O1CCOC12CC(CC2)C2=C(C=C1C(C(=CN(C1=C2)C2CC2)C(=O)OCC)=O)F (7-(1,4dioxaspiro[4.4]non-7-yl)-1-cyclopropyl-6-fluoro-1,4-dihydro-4-oxoquinoline-3-carboxylic acid, ethyl ester). Run in C(C)O (ethanol), Cl (hydrochloric acid). Product: O=C1CC(CC1)C1=C(C=C2C(C(=CN(C2=C1)C1CC1)C(=O)O)=O)F (7-(3-Oxocyclopentyl)-1-cyclopropyl-6-fluoro-1,4-dihydro-4-oxoquinoline-3-carboxylic acid). Yield: 191.9%. RXN SMILES: O1[C:5]2([CH2:9][CH2:8][CH:7]([C:10]3[CH:19]=[C:18]4[C:13]([C:14](=[O:28])[C:15]([C:23]([O:25]CC)=[O:24])=[CH:16][N:17]4[CH:20]4[CH2:22][CH2:21]4)=[CH:12][C:11]=3[F:29])[CH2:6]2)[O:4]CC1>C(O)C.Cl>[O:4]=[C:5]1[CH2:9][CH2:8][CH:7]([C:10]2[CH:19]=[C:18]3[C:13]([C:14](=[O:28])[C:15]([C:23]([OH:25])=[O:24])=[CH:16][N:17]3[CH:20]3[CH2:22][CH2:21]3)=[CH:12][C:11]=2[F:29])[CH2:6]1. Procedure details: A solution of 20 g (50 mmol) of 7-(1,4dioxaspiro[4.4]non-7-yl)-1-cyclopropyl-6-fluoro-1,4-dihydro-4-oxoquinoline-3-carboxylic acid, ethyl ester in 150 ml of ethanol and 100 ml of 6.0 M hydrochloric acid was heated at reflux for 6 hours. The solvent was removed in vacuo to give 31.6 g of the title compound. Reactants: CC(C)N(c1ccc(C(C)(O)C(F)(F)F)cc1)S(=O)(=O)c1ccccc1Br, OB(O)C1CC1, [K+], [K+], [K+], O=P([O-])([O-])[O-], c1ccc(P(c2ccccc2)(c2ccccc2)[Pd](P(c2ccccc2)(c2ccccc2)c2ccccc2)(P(c2ccccc2)(c2ccccc2)c2ccccc2)P(c2ccccc2)(c2ccccc2)c2ccccc2)cc1. Product: CC(C)N(c1ccc(C(C)(O)C(F)(F)F)cc1)S(=O)(=O)c1ccccc1C1CC1. RXN SMILES: [Br:1][c:2]1[c:3]([S:8](=[O:9])(=[O:10])[N:11]([c:12]2[cH:13][cH:14][c:15]([C:18]([C:19]([F:20])([F:21])[F:22])([CH3:23])[OH:24])[cH:16][cH:17]2)[CH:25]([CH3:26])[CH3:27])[cH:4][cH:5][cH:6][cH:7]1.[CH:28]1([B:31]([OH:32])[OH:33])[CH2:29][CH2:30]1.[K+:39].[K+:40].[K+:41].[P:34]([O-:35])([O-:36])([O-:37])=[O:38].[cH:42]1[cH:43][cH:44][c:45]([P:46]([Pd:47]([P:48]([c:49]2[cH:50][cH:51][cH:52][cH:53][cH:54]2)([c:55]2[cH:56][cH:57][cH:58][cH:59][cH:60]2)[c:61]2[cH:62][cH:63][cH:64][cH:65][cH:66]2)([P:67]([c:68]2[cH:69][cH:70][cH:71][cH:72][cH:73]2)([c:74]2[cH:75][cH:76][cH:77][cH:78][cH:79]2)[c:80]2[cH:81][cH:82][cH:83][cH:84][cH:85]2)[P:86]([c:87]2[cH:88][cH:89][cH:90][cH:91][cH:92]2)([c:93]2[cH:94][cH:95][cH:96][cH:97][cH:98]2)[c:99]2[cH:100][cH:101][cH:102][cH:103][cH:104]2)([c:105]2[cH:106][cH:107][cH:108][cH:109][cH:110]2)[c:111]2[cH:112][cH:113][cH:114][cH:115][cH:116]2)[cH:117][cH:118]1>>[c:2]1([CH:28]2[CH2:29][CH2:30]2)[c:3]([S:8](=[O:9])(=[O:10])[N:11]([c:12]2[cH:13][cH:14][c:15]([C:18]([C:19]([F:20])([F:21])[F:22])([CH3:23])[OH:24])[cH:16][cH:17]2)[CH:25]([CH3:26])[CH3:27])[cH:4][cH:5][cH:6][cH:7]1. Starting materials: CC1(C(C=C(C=C1)C)N)C1(OC(=O)C2=CC(=CC=C12)N(C)C)C1(C(C=C(C=C1)C)N)C (3,3-bis(p-dimethyl aminophenyl)-6-dimethylaminophthalide), CC1(C(C=C(C=C1)C)N)C1(OC(=O)C2=CC=CC=C12)C1(C(C=C(C=C1)C)N)C (3,3-bis(p-dimethyl aminophenyl)phthalide). The product is C1(=CC=CC=C1)C(C1=CC=CC=C1)C1=CC=CC=C1 (Triphenylmethane). As a reaction SMILES: C[C:2]1([C:10]2([C:23]3(C)[CH:28]=[CH:27][C:26](C)=[CH:25][CH:24]3N)[C:19]3[C:14](=[CH:15][C:16](N(C)C)=[CH:17][CH:18]=3)C(=O)O2)[CH:7]=[CH:6][C:5](C)=[CH:4][CH:3]1N.CC1(C2(C3(C)C=CC(C)=CC3N)C3C(=CC=CC=3)C(=O)O2)C=CC(C)=CC1N>>[C:2]1([CH:10]([C:19]2[CH:18]=[CH:17][CH:16]=[CH:15][CH:14]=2)[C:23]2[CH:24]=[CH:25][CH:26]=[CH:27][CH:28]=2)[CH:3]=[CH:4][CH:5]=[CH:6][CH:7]=1. Procedure: 3,3-bis(p-dimethyl aminophenyl)-6-dimethylaminophthalide [alternate name: crystal violet lactone] and 3,3-bis(p-dimethyl aminophenyl)phthalide [alternate name: malachite green lactone] Reactants: COc1ccc(B(O)O)cc1 (effective_coupling_partner), COc2nc(OC)nc(Oc1cc(C)cc(C)c1)n2 (substrate). Yields the product COc2ccc(c1cc(C)cc(C)c1)cc2. Conditions: temperature 110 celsius, time 24 hour. Reagents/catalysts: dppf. Reactants: BrC(C(OC1=CC=C(C=O)C=C1)(F)F)(F)F (4-(2-bromotetrafluoroethoxy)benzaldehyde), O (water). Reagents/catalysts: [Zn] (zinc). Solvent: C(C)#N (Acetonitrile). Run at temperature 79 celsius. The product is FC(=C(F)F)OC1=CC=C(C=O)C=C1 (4-Trifluoroethenyloxybenzaldehyde). Isolated yield 63.3%. RXN SMILES: Br[C:2]([F:16])([F:15])[C:3](F)([F:13])[O:4][C:5]1[CH:12]=[CH:11][C:8]([CH:9]=[O:10])=[CH:7][CH:6]=1.O>[Zn].C(#N)C>[F:13][C:3]([O:4][C:5]1[CH:12]=[CH:11][C:8]([CH:9]=[O:10])=[CH:7][CH:6]=1)=[C:2]([F:16])[F:15]. Procedure: Acetonitrile (300 ml) and granular zinc (30.0 g) are combined in a 1 liter round bottomed flask and stirred at 75° C. under nitrogen as 4-(2-bromotetrafluoroethoxy)benzaldehyde (111.39 g, 0.37 mole) is added slowly by dropping addition funnel. The resulting mixture is stirred and heated at 79° C. for 12 hours. After filtration to remove zinc salts and unreacted zinc, the acetonitrile is removed under vacuum on a rotary evaporator. The resulting oily residue is flash distilled on a rotary evapora...